Task: describe an organic reaction: reactants, conditions, products, and yield. Dataset: the Open Reaction Database (ORD), a public repository of structured organic reaction records Starting materials: COC1=C(CNC(C(=O)OCC)C(=O)OCC)C=CC(=C1)OC (diethyl (2,4-dimethoxybenzyl-amino)-malonate), C=C1CC(=O)O1 (diketene). The solvent is C(C)(=O)O (acetic acid). The product is COC1=C(CN2C(C(CC2=O)(C)O)(C(=O)OCC)C(=O)OCC)C=CC(=C1)OC (diethyl N-(2,4-dimethoxybenzyl)-3-hydroxy-3-methyl-5-oxo-2,2-pyrrolidine-dicarboxylate). Isolated yield 60.0%. Reaction SMILES: [CH3:1][O:2][C:3]1[CH:21]=[C:20]([O:22][CH3:23])[CH:19]=[CH:18][C:4]=1[CH2:5][NH:6][CH:7]([C:13]([O:15][CH2:16][CH3:17])=[O:14])[C:8]([O:10][CH2:11][CH3:12])=[O:9].[CH2:24]=[C:25]1[O:29][C:27](=[O:28])[CH2:26]1>C(O)(=O)C>[CH3:1][O:2][C:3]1[CH:21]=[C:20]([O:22][CH3:23])[CH:19]=[CH:18][C:4]=1[CH2:5][N:6]1[C:27](=[O:28])[CH2:26][C:25]([OH:29])([CH3:24])[C:7]1([C:8]([O:10][CH2:11][CH3:12])=[O:9])[C:13]([O:15][CH2:16][CH3:17])=[O:14]. Procedure: 39.6 g. (0.122 moles) of diethyl (2,4-dimethoxybenzyl-amino)-malonate prepared according to Example (1c) are boiled with 12.3 g. (11.2 ml., 0.146 moles) of diketene in 80 ml. of glacial acetic acid for half an hour. The glacial acetic acid is distilled off on water bath, in vacuo, the residual oil is crystallized by trituration with 150 ml. of water, whereupon the substance is dissolved in 60 ml. of ethyl acetate and recrystallized by addition of petroleum ether. 29.6 g. (60%) of diethyl N-(2,4-...